This data is from the Open Reaction Database (ORD), a public repository of structured organic reaction records. The task is: describe an organic reaction: reactants, conditions, products, and yield RXN SMILES: [CH3:1][c:2]1[c:3]([CH:20]=[O:21])[nH:4][c:5]2[c:6]1[C:7](=[O:19])[N:8]([CH2:11][CH2:12][N:13]1[CH2:14][CH2:15][CH2:16][CH2:17][CH2:18]1)[CH2:9][CH2:10]2.[F:22][c:23]1[cH:24][c:25]2[c:29]([cH:30][c:31]1[NH:32][C:33]([CH:34]([CH3:35])[OH:36])=[O:37])[NH:28][C:27](=[O:38])[CH2:26]2>>[CH3:1][c:2]1[c:3]([CH:20]=[C:26]2[c:25]3[cH:24][c:23]([F:22])[c:31]([NH:32][C:33]([CH:34]([CH3:35])[OH:36])=[O:37])[cH:30][c:29]3[NH:28][C:27]2=[O:38])[nH:4][c:5]2[c:6]1[C:7](=[O:19])[N:8]([CH2:11][CH2:12][N:13]1[CH2:14][CH2:15][CH2:16][CH2:17][CH2:18]1)[CH2:9][CH2:10]2. The product is Cc1c(C=C2C(=O)Nc3cc(NC(=O)C(C)O)c(F)cc32)[nH]c2c1C(=O)N(CCN1CCCCC1)CC2. Starting materials: Cc1c(C=O)[nH]c2c1C(=O)N(CCN1CCCCC1)CC2, CC(O)C(=O)Nc1cc2c(cc1F)CC(=O)N2. The reactants are Cl (hydrochloric acid), C(CC(=O)O)(=O)O (malonic acid), N1CCCCC1 (piperidine), C(C=C)OC1=C(C=C(C=O)C=C1)[N+](=O)[O-] (4-Allyloxy-3-nitrobenzaldehyde). Run in N1=CC=CC=C1 (pyridine). Run at time 2 hour. The product is C(C=C)OC1=C(C=C(C=CC(=O)O)C=C1)[N+](=O)[O-] (4-Allyloxy-3-nitrocinnamic acid). Yield: 70.3%. RXN SMILES: [CH2:1]([O:4][C:5]1[CH:12]=[CH:11][C:8]([CH:9]=O)=[CH:7][C:6]=1[N+:13]([O-:15])=[O:14])[CH:2]=[CH2:3].C(O)(=O)[CH2:17][C:18]([OH:20])=[O:19].N1CCCCC1.Cl>N1C=CC=CC=1>[CH2:1]([O:4][C:5]1[CH:12]=[CH:11][C:8]([CH:9]=[CH:17][C:18]([OH:20])=[O:19])=[CH:7][C:6]=1[N+:13]([O-:15])=[O:14])[CH:2]=[CH2:3]. Procedure: 4-Allyloxy-3-nitrobenzaldehyde (5 g, 24.1 mM) was dissolved in pyridine (100 ml) and malonic acid (5.02 g, 48.3 mM) and piperidine (0.48 ml, 4.8 mM) added. The mixture was heated to reflux with stirring for 2 hours, cooled, and poured onto a mixture of concentrated hydrochloric acid and ice. Organics were extracted into ethyl acetate, the organic layer washed with 2M hydrochloric acid, and product back-extracted into aqueous NaHCO3. The aqueous solution was then re-acidified (concentrated hydroc... Reactants: BrC1=C(C=CC=C1)CC=1NC=C(N1)C(=O)OCC1=CC=CC=C1 (phenylmethyl 2-[(2-bromophenyl)methyl]imidazole-4-carboxylate), [H-].[Na+] (sodium hydride), BrC/C=C/C(=O)OC (methyl 4-bromocrotonate). Run in O (water), CN(C=O)C (dimethyl foramide). Reaction conditions: time 10 minute. Product: BrC1=C(C=CC=C1)CC=1NC(=C(N1)C(=O)OCC1=CC=CC=C1)C/C=C/C(=O)OC (Methyl (2E)-4-{2-[(2-bromophenyl)methyl]-4-[benzyloxycarbonyl]imidazolyl}but-2-enoate). As a reaction SMILES: [Br:1][C:2]1[CH:7]=[CH:6][CH:5]=[CH:4][C:3]=1[CH2:8][C:9]1[NH:10][CH:11]=[C:12]([C:14]([O:16][CH2:17][C:18]2[CH:23]=[CH:22][CH:21]=[CH:20][CH:19]=2)=[O:15])[N:13]=1.[H-].[Na+].Br[CH2:27]/[CH:28]=[CH:29]/[C:30]([O:32][CH3:33])=[O:31]>CN(C)C=O.O>[Br:1][C:2]1[CH:7]=[CH:6][CH:5]=[CH:4][C:3]=1[CH2:8][C:9]1[NH:10][C:11]([CH2:27]/[CH:28]=[CH:29]/[C:30]([O:32][CH3:33])=[O:31])=[C:12]([C:14]([O:16][CH2:17][C:18]2[CH:23]=[CH:22][CH:21]=[CH:20][CH:19]=2)=[O:15])[N:13]=1 |f:1.2|. Reported procedure: To a stirring solution of phenylmethyl 2-[(2-bromophenyl)methyl]imidazole-4-carboxylate in dimethyl foramide (0.1M) was added sodium hydride (1.2 eq) The reaction was allowed to stir for 10 mins. followed by addition of methyl 4-bromocrotonate continued stirring for 18 hr. The reaction was diluted with water and extracted with ethyl acetate. The organic layer was extracted with 10% hydrochloric acid and the aqueous layer was neutralized with saturated sodium carbonate. The aqueous layer eas extr... Starting materials: BrC1=CC2=C(C=C1)C=1CN(CCCC1O2)C(=O)OC(C)(C)C (tert-butyl 8-bromo-4,5-dihydro-1H-benzofuro[3,2-c]azepine-2(3H)-carboxylate), C1(=CC=CC=C1)S(=O)[O-].[Na+] (sodium benzenesulfinate). The product is C1(=CC=CC=C1)S(=O)(=O)C1=CC2=C(C=C1)C=1CN(CCCC1O2)C(=O)OC(C)(C)C (tert-butyl 8-(phenylsulfonyl)-4,5-dihydro-1H-benzofuro[3,2-c]azepine-2(3H)-carboxylate). The yield is 34.0%. As a reaction SMILES: Br[C:2]1[CH:7]=[CH:6][C:5]2[C:8]3[CH2:9][N:10]([C:16]([O:18][C:19]([CH3:22])([CH3:21])[CH3:20])=[O:17])[CH2:11][CH2:12][CH2:13][C:14]=3[O:15][C:4]=2[CH:3]=1.[C:23]1([S:29]([O-:31])=[O:30])[CH:28]=[CH:27][CH:26]=[CH:25][CH:24]=1.[Na+]>>[C:23]1([S:29]([C:2]2[CH:7]=[CH:6][C:5]3[C:8]4[CH2:9][N:10]([C:16]([O:18][C:19]([CH3:22])([CH3:21])[CH3:20])=[O:17])[CH2:11][CH2:12][CH2:13][C:14]=4[O:15][C:4]=3[CH:3]=2)(=[O:31])=[O:30])[CH:28]=[CH:27][CH:26]=[CH:25][CH:24]=1 |f:1.2|. Reported procedure: The product of step E was coupled with sodium benzenesulfinate following the procedure of Example 29, step C. Purification by flash column chromatography (SiO2, 70:30 hexanes/ethyl acetate) provided tert-butyl 8-(phenylsulfonyl)-4,5-dihydro-1H-benzofuro[3,2-c]azepine-2(3H)-carboxylate (106 mg, 34%) as a pale yellow solid: 1H NMR (CDCl3, 300 MHz) δ 8.04-7.87 (m, 3H), 7.83-7.72 (m, 1H), 7.60-7.41 (m, 4H), 4.64-4.61 (m, 2H), 3.67 (br s, 2H), 3.03 (t, J=6.3 Hz, 2H), 1.99 (br s, 2H), 1.53-1.25 (m, 9H... Reactants: B.C1CCOC1 (BH3.THF), N[C@@H](C(=O)N1CCN(CC1)C1=C(C=CC=C1)OC)CC=1C=NC=CC1 ((2R)-2-Amino-1-[4-(2-methoxy-phenyl)-piperazin-1-yl]-3-pyridin-3-yl-propan-1-one), Cl (HCl). Run in C1CCOC1 (THF). Product: COC1=C(C=CC=C1)N1CCN(CC1)C[C@@H](CC=1C=NC=CC1)N ((1R)-2-[4-(2-Methoxy-phenyl)-piperazin-1-yl]-1-pyridin-3-ylmethyl-ethylamine). RXN SMILES: [NH2:1][C@H:2]([CH2:19][C:20]1[CH:21]=[N:22][CH:23]=[CH:24][CH:25]=1)[C:3]([N:5]1[CH2:10][CH2:9][N:8]([C:11]2[CH:16]=[CH:15][CH:14]=[CH:13][C:12]=2[O:17][CH3:18])[CH2:7][CH2:6]1)=O.B.C1COCC1.Cl>C1COCC1>[CH3:18][O:17][C:12]1[CH:13]=[CH:14][CH:15]=[CH:16][C:11]=1[N:8]1[CH2:9][CH2:10][N:5]([CH2:3][C@H:2]([NH2:1])[CH2:19][C:20]2[CH:21]=[N:22][CH:23]=[CH:24][CH:25]=2)[CH2:6][CH2:7]1 |f:1.2|. Procedure details: To a solution of (2R)-2-Amino-1-[4-(2-methoxy-phenyl)-piperazin-1-yl]-3-pyridin-3-yl-propan-1-one (6.23 g; 18.3 mmol, from Example 2) in THF (60 mL) was added, dropwise, BH3.THF (1.0M/THF) (73 mL; 73 mmol). The mixture was stirred at reflux for 2.5 hours, then allowed to stir at ambient temperature overnight. The mixture was cooled to 0–5° C., cautiously treated with 5M HCl (30 mL), stirred at ambient temperature for 4 hours. The mixture was then concentrated on a rotary evaporator to remove THF... Starting materials: [OH-].[Na+] (NaOH), Cl (HCl), FC1=C(C=CC=C1)NC(OCCCC)=O (butyl 2-fluorophenylcarbamate), C(C)(C)(C)[Li] (tert-butyllithium), B(OC)(OC)OC (trimethyl borate). Run in C(C)(=O)OCC (ethyl acetate), O1CCCC1 (tetrahydrofuran). Reaction conditions: temperature -40 celsius, time 15 minute. The product is C(C)(C)(C)OC(=O)NC1=C(C=CC=C1F)B(O)O (2-(tert-butoxycarbonylamino)-3-fluorophenylboronic acid). As a reaction SMILES: [F:1][C:2]1[CH:7]=[CH:6][CH:5]=[CH:4][C:3]=1[NH:8][C:9](=[O:15])[O:10]CCCC.[C:16]([Li])([CH3:19])([CH3:18])[CH3:17].[B:21](OC)([O:24]C)[O:22]C.[OH-].[Na+].Cl>O1CCCC1.C(OCC)(=O)C>[C:16]([O:10][C:9]([NH:8][C:3]1[C:2]([F:1])=[CH:7][CH:6]=[CH:5][C:4]=1[B:21]([OH:24])[OH:22])=[O:15])([CH3:19])([CH3:18])[CH3:17] |f:3.4|. Procedure details: To a solution of Cert-butyl 2-fluorophenylcarbamate (from step 1) (1.0 eq.) in tetrahydrofuran (0.25 M) at −78° C. under N2 atmosphere was added dropwise 1.7 M tert-butyllithium (2.4 eq.). The reaction was warmed to −40° C. slowly over 2 hours, and neat trimethyl borate (3.8 eq.) was added. The reaction was warmed to room temperature over 30 minutes. An aqueous solution of 1N NaOH was slowly added to the reaction and stirred for 15 minutes. The mixture was poured into ethyl acetate and acidified...